From a dataset of the Open Reaction Database (ORD), a public repository of structured organic reaction records. describe an organic reaction: reactants, conditions, products, and yield Reactants: C(C)OC(=O)C=1C(=NN2C1C=C(C=C2OCC2=C(C=CC=C2F)F)CC)C (7-[(2,6-Difluorobenzyl)oxy]-5-ethyl-2-methylpyrazolo[1,5-a]pyridine-3-carboxylic Acid ethyl Ester), [OH-].[Na+] (sodium hydroxide). Solvent: O1CCOCC1 (1,4-dioxane). Conditions: temperature 90 celsius, time 18 hour. Yields the product FC1=C(COC2=CC(=CC=3N2N=C(C3C(=O)O)C)CC)C(=CC=C1)F (7-[(2,6-Difluorobenzyl)oxy]-5-ethyl-2-methylpyrazolo[1,5-a]pyridine-3-carboxylic Acid). Isolated yield 35.0%. RXN SMILES: C([O:3][C:4]([C:6]1[C:7]([CH3:27])=[N:8][N:9]2[C:14]([O:15][CH2:16][C:17]3[C:22]([F:23])=[CH:21][CH:20]=[CH:19][C:18]=3[F:24])=[CH:13][C:12]([CH2:25][CH3:26])=[CH:11][C:10]=12)=[O:5])C.[OH-].[Na+]>O1CCOCC1>[F:24][C:18]1[CH:19]=[CH:20][CH:21]=[C:22]([F:23])[C:17]=1[CH2:16][O:15][C:14]1[N:9]2[N:8]=[C:7]([CH3:27])[C:6]([C:4]([OH:5])=[O:3])=[C:10]2[CH:11]=[C:12]([CH2:25][CH3:26])[CH:13]=1 |f:1.2|. Procedure: A solution of 287 mg (0.54 mmol, 70% purity) of 7-[(2,6-difluorobenzyl)oxy]-5-ethyl-2-methylpyrazolo[1,5-a]pyridine-3-carboxylic acid ethyl ester (Example 167A) in 5.5 ml of 1,4-dioxane was admixed with 2.7 ml of aqueous 2M sodium hydroxide solution. The mixture was stirred at 90° C. for a further 18 hours. The reaction mixture was concentrated under reduced pressure. The residue was admixed with water and the pH was adjusted to 7. The resulting precipitate was filtered off and dried under reduc... Solvent: O1CCOCC1 (dioxane). Isolated yield 92.2%. Reagents/catalysts: [Pd] (palladium-on-charcoal). Product: NC=1C(=NC(=CC1)OC)NC (3-Amino-6-methoxy-2-methylaminopyridine). As a reaction SMILES: [CH3:1][O:2][C:3]1[N:8]=[C:7]([NH:9][CH3:10])[C:6]([N+:11]([O-])=O)=[CH:5][CH:4]=1>[Pd].O1CCOCC1>[NH2:11][C:6]1[C:7]([NH:9][CH3:10])=[N:8][C:3]([O:2][CH3:1])=[CH:4][CH:5]=1. Procedure: A procedure similar to that described in Example 6 was repeated, except that 3.45 g of 6-methoxy-2-methylamino-3-nitropyridine (prepared as described in Preparation 67), 0.70 g of 10% w/w palladium-on-charcoal and 50 ml of dioxane were used, to give 2.66 g of the title compound having Rf=0.12 (on silica gel thin layer chromatography using a 1:1 by volume mixture of hexane and ethyl acetate as the developing solvent). Reactants: COC1=CC=C(C(=N1)NC)[N+](=O)[O-] (6-methoxy-2-methylamino-3-nitropyridine). The reactants are ClC1=NC=CC(=N1)C1=C(N=C2N1C=CC=C2F)C=2C=C(C(=O)NC1=C(C=CC=C1F)F)C=CC2 (3-[3-(2-chloro-4-pyrimidinyl)-8-fluoroimidazo[1,2-a]pyridin-2-yl]-N-(2,6-difluorophenyl)benzamide), COC1=C(N)C=CC(=C1)N1CCC(CC1)N1CCN(CC1)CCS(=O)(=O)C (2-(methyloxy)-4-(4-{4-[2-(methylsulfonyl)ethyl]-1-piperazinyl}-1-piperidinyl)aniline), Cl (hydrochloric acid), O1CCOCC1 (dioxane), C[O-].[Na+] (sodium methoxide), Teflon. Run in CO (methanol), CCCCCC (hexane), FC(CO)(F)F (2,2,2-trifluoroethanol), ClCCl (dichloromethane). Run at temperature 175 celsius. Yields the product FC1=C(C(=CC=C1)F)NC(C1=CC(=CC=C1)C=1N=C2N(C=CC=C2F)C1C1=NC(=NC=C1)NC1=C(C=C(C=C1)N1CCC(CC1)N1CCN(CC1)CCS(=O)(=O)C)OC)=O (N-(2,6-difluorophenyl)-3-[8-fluoro-3-(2-{[2-(methyloxy)-4-(4-{4-[2-(methylsulfonyl)ethyl]-1-piperazinyl}-1-piperidinyl)phenyl]amino}-4-pyrimidinyl)imidazo[1,2-a]pyridin-2-yl]benzamide). Yield: 68.4%. Reaction SMILES: Cl[C:2]1[N:7]=[C:6]([C:8]2[N:12]3[CH:13]=[CH:14][CH:15]=[C:16]([F:17])[C:11]3=[N:10][C:9]=2[C:18]2[CH:19]=[C:20]([CH:32]=[CH:33][CH:34]=2)[C:21]([NH:23][C:24]2[C:29]([F:30])=[CH:28][CH:27]=[CH:26][C:25]=2[F:31])=[O:22])[CH:5]=[CH:4][N:3]=1.[CH3:35][O:36][C:37]1[CH:43]=[C:42]([N:44]2[CH2:49][CH2:48][CH:47]([N:50]3[CH2:55][CH2:54][N:53]([CH2:56][CH2:57][S:58]([CH3:61])(=[O:60])=[O:59])[CH2:52][CH2:51]3)[CH2:46][CH2:45]2)[CH:41]=[CH:40][C:38]=1[NH2:39].Cl.O1CCOCC1.C[O-].[Na+]>FC(F)(F)CO.CO.ClCCl.CCCCCC>[F:31][C:25]1[CH:26]=[CH:27][CH:28]=[C:29]([F:30])[C:24]=1[NH:23][C:21](=[O:22])[C:20]1[CH:32]=[CH:33][CH:34]=[C:18]([C:9]2[N:10]=[C:11]3[C:16]([F:17])=[CH:15][CH:14]=[CH:13][N:12]3[C:8]=2[C:6]2[CH:5]=[CH:4][N:3]=[C:2]([NH:39][C:38]3[CH:40]=[CH:41][C:42]([N:44]4[CH2:45][CH2:46][CH:47]([N:50]5[CH2:51][CH2:52][N:53]([CH2:56][CH2:57][S:58]([CH3:61])(=[O:60])=[O:59])[CH2:54][CH2:55]5)[CH2:48][CH2:49]4)=[CH:43][C:37]=3[O:36][CH3:35])[N:7]=2)[CH:19]=1 |f:4.5|. Procedure: To 3-[3-(2-chloro-4-pyrimidinyl)-8-fluoroimidazo[1,2-a]pyridin-2-yl]-N-(2,6-difluoro-phenyl)benzamide (Example 188, step A) (90 mg, 0.19 mmol) and 2-(methyloxy)-4-(4-{4-[2-(methylsulfonyl)ethyl]-1-piperazinyl}-1-piperidinyl)aniline (Example 60, step B) (74 mg, 0.19 mmol) in 2,2,2-trifluoroethanol (0.90 mL) was added 4 M hydrochloric acid in dioxane (94 μL, 0.38 mmol). The mixture was stirred and heated on a microwave at 175° C. for 40 minutes, then cooled to room temperature. The mixture was neu... The reactants are C1(=CC=C(C=C1)C(=O)NCCOC1=CC=C(C=C1)CC(C(=O)OCC)N(C1=CC=CC=C1)CC)C1=CC=CC=C1 (Ethyl 3-[4-[2-(biphenyl-4-carbonylamino)ethoxy]phenyl]-2-(N-ethyl-N-phenylamino)propionate), product, [OH-].[Na+] (sodium hydroxide). Solvent: CO (methanol). Product: C1(=CC=C(C=C1)C(=O)NCCOC1=CC=C(C=C1)CC(C(=O)O)N(C1=CC=CC=C1)CC)C1=CC=CC=C1 (3-[4-[2-(biphenyl-4-carbonylamino)ethoxy]phenyl]-2-(N-ethyl-N-phenylamino)propionic acid). RXN SMILES: [C:1]1([C:35]2[CH:40]=[CH:39][CH:38]=[CH:37][CH:36]=2)[CH:6]=[CH:5][C:4]([C:7]([NH:9][CH2:10][CH2:11][O:12][C:13]2[CH:18]=[CH:17][C:16]([CH2:19][CH:20]([N:26]([CH2:33][CH3:34])[C:27]3[CH:32]=[CH:31][CH:30]=[CH:29][CH:28]=3)[C:21]([O:23]CC)=[O:22])=[CH:15][CH:14]=2)=[O:8])=[CH:3][CH:2]=1.[OH-].[Na+]>CO>[C:1]1([C:35]2[CH:40]=[CH:39][CH:38]=[CH:37][CH:36]=2)[CH:2]=[CH:3][C:4]([C:7]([NH:9][CH2:10][CH2:11][O:12][C:13]2[CH:18]=[CH:17][C:16]([CH2:19][CH:20]([N:26]([CH2:33][CH3:34])[C:27]3[CH:28]=[CH:29][CH:30]=[CH:31][CH:32]=3)[C:21]([OH:23])=[O:22])=[CH:15][CH:14]=2)=[O:8])=[CH:5][CH:6]=1 |f:1.2|. Procedure: Ethyl 3-[4-[2-(biphenyl-4-carbonylamino)ethoxy]phenyl]-2-(N-ethyl-N-phenylamino)propionate, which is the product of Example 181, is hydrolyzed by sodium hydroxide in methanol to give the title compound. The reactants are C1OC=2C=C(CCN)C=CC2O1 (3,4-methylenedioxyphenethylamine), COC(C1=CC=C(C=C1)C=1N=C(C2=C(N1)SC(=C2Cl)C)Cl)=O (4-(4-chloro-5-chloro-6-methyl-thieno-[2,3-d]-pyrimidin-2-yl)-benzoic acid methylester). Product: COC(C1=CC=C(C=C1)C=1N=C(C2=C(N1)SC(=C2Cl)C)NCCC2=CC1=C(C=C2)OCO1)=O (4-[4-(3,4-methylenedioxyphenethylamino)-5-chloro-6-methyl-thieno-[2,3-d]-pyrimidin-2-yl]-benzoic acid methylester). As a reaction SMILES: [CH2:1]1[O:12][C:11]2[CH:10]=[CH:9][C:5]([CH2:6][CH2:7][NH2:8])=[CH:4][C:3]=2[O:2]1.[CH3:13][O:14][C:15](=[O:34])[C:16]1[CH:21]=[CH:20][C:19]([C:22]2[N:23]=[C:24](Cl)[C:25]3[C:30]([Cl:31])=[C:29]([CH3:32])[S:28][C:26]=3[N:27]=2)=[CH:18][CH:17]=1>>[CH3:13][O:14][C:15](=[O:34])[C:16]1[CH:21]=[CH:20][C:19]([C:22]2[N:23]=[C:24]([NH:8][CH2:7][CH2:6][C:5]3[CH:9]=[CH:10][C:11]4[O:12][CH2:1][O:2][C:3]=4[CH:4]=3)[C:25]3[C:30]([Cl:31])=[C:29]([CH3:32])[S:28][C:26]=3[N:27]=2)=[CH:18][CH:17]=1. Procedure details: The reaction procedure as above in wherein 3,4-methylenedioxyphenethylamine is reacted with 4-(4-chloro-5-chloro-6-methyl-thieno-[2,3-d]-pyrimidin-2-yl)-benzoic acid methylester yields 4-[4-(3,4-methylenedioxyphenethylamino)-5-chloro-6-methyl-thieno-[2,3-d]-pyrimidin-2-yl]-benzoic acid methylester. The reactants are CO, [H][H], C1CCOC1, C=C(c1ccc(NCc2ccc(C(F)(F)F)cc2)nc1)c1c[nH]c2ncccc12. Product: CC(c1ccc(NCc2ccc(C(F)(F)F)cc2)nc1)c1c[nH]c2ncccc12. RXN SMILES: [CH3:37][OH:38].[H:30][H:31].[O:32]1[CH2:33][CH2:34][CH2:35][CH2:36]1.[nH:1]1[cH:2][c:3]([C:10](=[CH2:11])[c:12]2[cH:13][cH:14][c:15]([NH:18][CH2:19][c:20]3[cH:21][cH:22][c:23]([C:26]([F:27])([F:28])[F:29])[cH:24][cH:25]3)[n:16][cH:17]2)[c:4]2[c:5]1[n:6][cH:7][cH:8][cH:9]2>>[nH:1]1[cH:2][c:3]([CH:10]([CH3:11])[c:12]2[cH:13][cH:14][c:15]([NH:18][CH2:19][c:20]3[cH:21][cH:22][c:23]([C:26]([F:27])([F:28])[F:29])[cH:24][cH:25]3)[n:16][cH:17]2)[c:4]2[c:5]1[n:6][cH:7][cH:8][cH:9]2.